This data is from the Open Reaction Database (ORD), a public repository of structured organic reaction records. The task is: describe an organic reaction: reactants, conditions, products, and yield Reactants: C1CCNCC1, CCN=C=NCCCN(C)C, ClCCl, COC1=C(OC)C(=O)C(Cc2ccc(C(=O)O)cc2)=C(C)C1=O, Cl. Product: COC1=C(OC)C(=O)C(Cc2ccc(C(=O)N3CCCCC3)cc2)=C(C)C1=O. RXN SMILES: [CH2:24]1[CH2:25][CH2:26][NH:27][CH2:28][CH2:29]1.[CH2:31]([N:32]=[C:33]=[N:34][CH2:35][CH2:36][CH2:37][N:38]([CH3:39])[CH3:40])[CH3:41].[CH2:42]([Cl:43])[Cl:44].[CH3:1][O:2][C:3]1=[C:8]([O:9][CH3:10])[C:7](=[O:11])[C:6]([CH2:12][c:13]2[cH:14][cH:15][c:16]([C:17](=[O:18])[OH:19])[cH:20][cH:21]2)=[C:5]([CH3:22])[C:4]1=[O:23].[ClH:30]>>[CH3:1][O:2][C:3]1=[C:8]([O:9][CH3:10])[C:7](=[O:11])[C:6]([CH2:12][c:13]2[cH:14][cH:15][c:16]([C:17](=[O:18])[N:27]3[CH2:26][CH2:25][CH2:24][CH2:29][CH2:28]3)[cH:20][cH:21]2)=[C:5]([CH3:22])[C:4]1=[O:23]. Starting materials: C(C)OC(=O)C=1C=2C[C@H]3[C@@H](C2N(N1)C1=NC=CC(=C1)Br)C3 ((1aS,5aS)-2-(4-bromo-pyridin-2-yl)-1a,2,5,5a-tetrahydro-1H-2,3-diaza-cyclopropa[a]pentalene-4-carboxylic acid ethyl ester), Cl (HCl). The solvent is O (H2O), C(C)#N (acetonitrile). Run at temperature 80 celsius, time 6 hour. Product: C(C)OC(=O)C=1C=2C[C@H]3[C@@H](C2N(N1)C1=NC=CC(=C1)Cl)C3 ((1aS,5aS)-2-(4-chloro-pyridin-2-yl)-1a,2,5,5a-tetrahydro-1H-2,3-diaza-cyclopropa[a]pentalene-4-carboxylic acid ethyl ester). The yield is 93.3%. RXN SMILES: [CH2:1]([O:3][C:4]([C:6]1[C:7]2[CH2:8][C@@H:9]3[CH2:21][C@@H:10]3[C:11]=2[N:12]([C:14]2[CH:19]=[C:18](Br)[CH:17]=[CH:16][N:15]=2)[N:13]=1)=[O:5])[CH3:2].[ClH:22]>C(#N)C.O>[CH2:1]([O:3][C:4]([C:6]1[C:7]2[CH2:8][C@@H:9]3[CH2:21][C@@H:10]3[C:11]=2[N:12]([C:14]2[CH:19]=[C:18]([Cl:22])[CH:17]=[CH:16][N:15]=2)[N:13]=1)=[O:5])[CH3:2]. Reported procedure: To a solution of (1aS,5aS)-2-(4-bromo-pyridin-2-yl)-1a,2,5,5a-tetrahydro-1H-2,3-diaza-cyclopropa[a]pentalene-4-carboxylic acid ethyl ester (2.1 g, 6.0 mmol) in acetonitrile (30 mL) was added concentrated HCl (1.4 mL, 18.0 mmol). The reaction was stirred for 6 h at 80° C., and then diluted with H2O. The solid was filtered, washed with H2O, and dried to give (1aS,5aS)-2-(4-chloro-pyridin-2-yl)-1a,2,5,5a-tetrahydro-1H-2,3-diaza-cyclopropa[a]pentalene-4-carboxylic acid ethyl ester (1.7 g) which cont... Starting materials: C(C)(C)(C)OC(=O)N[C@H]1CN(CC[C@@H]1O)C(=O)OCC1=CC=CC=C1 ((3S,4S)-benzyl 3-(tert-butoxycarbonylamino)-4-hydroxypiperidine-1-carboxylate), C(C)O (ethanol), C(C)(C)(C)OC(=O)N[C@@H]1CN(CC[C@H]1O)C(=O)OCC1=CC=CC=C1 ((3R,4R)-benzyl 3-(tert-butoxycarbonylamino)-4-hydroxypiperidine-1-carboxylate), CCCCCCC (n-heptane). Product: C(C)(C)(C)OC(=O)N[C@H]1[C@@H](CN(CC1)C(=O)OCC1=CC=CC=C1)O (trans (+/−)-Benzyl 4-(tert-butoxycarbonylamino)-3-hydroxypiperidine-1-carboxylate). Reaction SMILES: C(OC(N[C@@H:9]1[C@@H:14](O)[CH2:13][CH2:12][N:11]([C:16]([O:18][CH2:19][C:20]2[CH:25]=[CH:24][CH:23]=[CH:22][CH:21]=2)=[O:17])[CH2:10]1)=O)(C)(C)C.[C:26]([O:30][C:31]([NH:33][C@H]1[C@H](O)CCN(C(OCC2C=CC=CC=2)=O)C1)=[O:32])([CH3:29])([CH3:28])[CH3:27].CCCCCCC.C([OH:60])C>>[C:26]([O:30][C:31]([NH:33][C@@H:14]1[CH2:13][CH2:12][N:11]([C:16]([O:18][CH2:19][C:20]2[CH:21]=[CH:22][CH:23]=[CH:24][CH:25]=2)=[O:17])[CH2:10][C@H:9]1[OH:60])=[O:32])([CH3:29])([CH3:28])[CH3:27]. Procedure: A solution of (+/−) benzyl 7-oxa-3-azabicyclo[4.1.0]heptane-3-carboxylate (1.0 equiv.) in saturated ammonium hydroxide aqueous solution and ethanol (1:1, 0.05 M solution) in a sealed steel bomb was heated to 70° C. for 5 h. After all volatile materials were removed by N2 gas stream, ethyl acetate and water were added for work-up. The crude regioisomeric mixture, benzyl 3-amino-4-hydroxypiperidine-1-carboxylate and benzyl 4-amino-3-hydroxypiperidine-1-carboxylate was reacted with Boc2O (1.0 equiv...